Dataset: the Open Reaction Database (ORD), a public repository of structured organic reaction records. Task: describe an organic reaction: reactants, conditions, products, and yield Starting materials: C(#N)C1=NC=CC=C1C1=CC=C(C=C1)C (2-cyano-3-(4-tolyl)pyridine), BrN1C(CCC1=O)=O (N-bromosuccinimide), C(C1=CC=CC=C1)(=O)OOC(C1=CC=CC=C1)=O (dibenzoylperoxide). Run in C(Cl)(Cl)(Cl)Cl (CCl4). Yields the product C(#N)C1=NC=CC=C1C1=CC=C(C=C1)CBr (2-Cyano-3-(4-bromomethylphenyl)pyridine). As a reaction SMILES: [C:1]([C:3]1[C:8]([C:9]2[CH:14]=[CH:13][C:12]([CH3:15])=[CH:11][CH:10]=2)=[CH:7][CH:6]=[CH:5][N:4]=1)#[N:2].[Br:16]N1C(=O)CCC1=O.C(OOC(=O)C1C=CC=CC=1)(=O)C1C=CC=CC=1>C(Cl)(Cl)(Cl)Cl>[C:1]([C:3]1[C:8]([C:9]2[CH:14]=[CH:13][C:12]([CH2:15][Br:16])=[CH:11][CH:10]=2)=[CH:7][CH:6]=[CH:5][N:4]=1)#[N:2]. Procedure details: A mixture of 2-cyano-3-(4-tolyl)pyridine (940 mg, 4.84 mmol), N-bromosuccinimide (1.03 mg, 5.81 mmol), and dibenzoylperoxide (117 mg, 0.48 mmol) in CCl4 (70 mL) was heated to reflux to 2 h. The mixture was cooled then filtered through 50 g of silica gel eluting with CH2Cl2. The product was purified further by flash chromatography (20% EtOAc/hexanes) to give the above titled compound as a white solid. The reactants are CCOC(C)=O, CN1CCCC1=O, CCn1c(=O)c(Oc2ccc(F)cc2F)cc2cnc(NC3CCOCC3)nc21, NC1CCOCC1O. Product: CCn1c(=O)c(Oc2ccc(F)cc2F)cc2cnc(NC3CCOCC3O)nc21. RXN SMILES: [CH3:38][CH2:39][O:40][C:41](=[O:42])[CH3:43].[CH3:44][N:45]1[CH2:46][CH2:47][CH2:48][C:49]1=[O:50].[F:1][c:2]1[c:3]([O:4][c:5]2[cH:6][c:7]3[c:8]([n:9][c:10]([NH:13][CH:14]4[CH2:15][CH2:16][O:17][CH2:18][CH2:19]4)[n:11][cH:12]3)[n:20]([CH2:23][CH3:24])[c:21]2=[O:22])[cH:25][cH:26][c:27]([F:29])[cH:28]1.[NH2:30][CH:31]1[CH2:32][CH2:33][O:34][CH2:35][CH:36]1[OH:37]>>[F:1][c:2]1[c:3]([O:4][c:5]2[cH:6][c:7]3[c:8]([n:9][c:10]([NH:13][CH:14]4[CH:15]([OH:34])[CH2:16][O:17][CH2:18][CH2:19]4)[n:11][cH:12]3)[n:20]([CH2:23][CH3:24])[c:21]2=[O:22])[cH:25][cH:26][c:27]([F:29])[cH:28]1. Procedure: 0.65 g of 2-isopropyl-8-methyl-1-naphthol was dissolved in 50 ml of dichloromethane and cooled down to 0° C. 1.3 ml of titanium tetrachloride was gradually dropped in the solution for reaction at 0° C. for 5 minutes, after which 0.9 ml of dichloromethyl methyl ether was gradually dropped and reacted at 0° C. for 1 hour. Water was added to the reaction solution, which was extracted with ethyl acetate. The resultant organic phase was washed with a saturated saline solution, dried with anhydrous ma... Run in ClCCl (dichloromethane). The product is C(C)(C)C=1C=C(C2=CC=CC(=C2C1O)C)C=O (3-isopropyl-4-hydroxy-5-methyl-1-naphthalenecarbaldehyde). Reaction SMILES: [CH:1]([C:4]1[CH:13]=[CH:12][C:11]2[C:6](=[C:7]([CH3:14])[CH:8]=[CH:9][CH:10]=2)[C:5]=1[OH:15])([CH3:3])[CH3:2].[CH3:16][O:17]C(Cl)Cl.O>ClCCl.[Ti](Cl)(Cl)(Cl)Cl>[CH:1]([C:4]1[CH:13]=[C:12]([CH:16]=[O:17])[C:11]2[C:6]([C:5]=1[OH:15])=[C:7]([CH3:14])[CH:8]=[CH:9][CH:10]=2)([CH3:3])[CH3:2]. The reagents and catalysts are [Ti](Cl)(Cl)(Cl)Cl (titanium tetrachloride). Starting materials: COC(Cl)Cl (dichloromethyl methyl ether), C(C)(C)C1=C(C2=C(C=CC=C2C=C1)C)O (2-isopropyl-8-methyl-1-naphthol), O (Water). Reaction conditions: temperature 0 celsius. Starting materials: ClC1(SC=C(C1=O)Cl)C(=O)OC (2,4-Dichloro-2-methoxycarbonylthiophene-3(2H)-one). Reagents/catalysts: [Zn] (zinc). Solvent: C(C)(=O)O (acetic acid). Product: ClC=1C(=C(SC1)C(=O)OC)O (Methyl 4-chloro-3-hydroxythiophene-2-carboxylate). RXN SMILES: Cl[C:2]1([C:9]([O:11][CH3:12])=[O:10])[C:6](=[O:7])[C:5]([Cl:8])=[CH:4][S:3]1>C(O)(=O)C.[Zn]>[Cl:8][C:5]1[C:6]([OH:7])=[C:2]([C:9]([O:11][CH3:12])=[O:10])[S:3][CH:4]=1. Reported procedure: 2,4-Dichloro-2-methoxycarbonylthiophene-3(2H)-one (60 mmol) in acetic acid (50 ml) was treated with metallic zinc (60 mmol) at room temperature for 18 hours. The solvent was removed under reduced pressure and the residue partitioned between water and ether. The organic phase was washed with water, dried with sodium sulphate and the solvent removed under reduced pressure to leave a solid which was crystallised from hexane m.p. 76°-77° C. Reactants: CC(=O)OC(=O)C (Ac2O), FC(C=1N=C(SC1)C#N)(F)F (4-(trifluoromethyl)thiazole-2-carbonitrile), TEA, Cl.NO (hydroxylamine hydrochloride). The reagents and catalysts are [Pd] (Pd—C). Run in C(C)(=O)O (acetic acid), C(Cl)Cl (DCM). Run at temperature 25 celsius, time 2 hour. Product: C(C)(=O)O.FC(C=1N=C(SC1)C(N)=N)(F)F (4-(trifluoromethyl)thiazole-2-carboximidamide acetate). The yield is 87.1%. RXN SMILES: [F:1][C:2]([F:11])([F:10])[C:3]1[N:4]=[C:5]([C:8]#[N:9])[S:6][CH:7]=1.Cl.[NH2:13]O.[CH3:15][C:16]([O:18]C(C)=O)=[O:17]>C(Cl)Cl.C(O)(=O)C.[Pd]>[C:16]([OH:18])(=[O:17])[CH3:15].[F:11][C:2]([F:1])([F:10])[C:3]1[N:4]=[C:5]([C:8](=[NH:13])[NH2:9])[S:6][CH:7]=1 |f:1.2,7.8|. Reported procedure: To a solution of 4-(trifluoromethyl)thiazole-2-carbonitrile (0.9 g, 5 mmol) and TEA (1.1 mL, 7.5 mmol) in DCM (20 mL) was added hydroxylamine hydrochloride (0.35 g, 5 mmol), then the mixture was stirred at 25° C. for 2 hours. The mixture was concentrated in vacuo and the residue was purified by a silica gel column chromatography (PETROLEUM ETHER/EtOAc (V/V)=10/1) to give the crude product as a white solid. To the white solid in acetic acid (25 mL) were added Ac2O (0.32 mL, 3.33 mmol) and Pd—C (1... Reactants: O (water), C([O-])([O-])=O.[K+].[K+] (potassium carbonate), [CH2-]C(=O)C.ClC[C@@H](CO)O ((R)-(−)-3-chloro-1,2-propanediol acetonide), OC1=CC=C(C=O)C=C1 (4-hydroxybenzaldehyde). The solvent is CN(C)C=O (DMF). Run at temperature 160 celsius, time 16 hour. Product: CC1(OC[C@@H](O1)COC1=CC=C(C=O)C=C1)C (4-{[(4S)-2,2-Dimethyl-1,3-dioxolan-4-yl]methoxy}benzaldehyde). Reaction SMILES: [OH:1][C:2]1[CH:9]=[CH:8][C:5]([CH:6]=[O:7])=[CH:4][CH:3]=1.C(=O)([O-])[O-].[K+].[K+].[CH2-:16][C:17]([CH3:19])=[O:18].Cl[CH2:21][C@H:22]([OH:25])[CH2:23]O.O>CN(C=O)C>[CH3:16][C:17]1([CH3:19])[O:25][C@@H:22]([CH2:23][O:1][C:2]2[CH:9]=[CH:8][C:5]([CH:6]=[O:7])=[CH:4][CH:3]=2)[CH2:21][O:18]1 |f:1.2.3,4.5|. Reported procedure: An amount of 12.5 g (102.4 mmol) of 4-hydroxybenzaldehyde were introduced under argon in 166 ml of dry DMF and admixed at RT with 42.4 g (307.1 mmol) of potassium carbonate and also 20.05 g (133.1 mmol) of (R)-(−)-3-chloro-1,2-propanediol acetonide. The batch was stirred at 160° C. for 16 hours. The batch was then admixed with water and extracted twice with ethyl acetate. The combined organic phases were washed with saturated aqueous sodium chloride solution and dried over magnesium sulfate. Fol...